The task is: describe an organic reaction: reactants, conditions, products, and yield. This data is from the Open Reaction Database (ORD), a public repository of structured organic reaction records. The product is CCOC(=O)c1cccc(NC(=O)N2CCC(CNCC(O)COc3ccc(O)cc3)CC2)c1. As a reaction SMILES: [CH2:1]([CH3:2])[O:3][C:4]([c:5]1[cH:6][c:7]([NH:11][C:12](=[O:13])[N:14]2[CH2:15][CH2:16][CH:17]([CH2:20][NH:21][CH2:22][CH:23]([CH2:24][O:25][c:26]3[cH:27][cH:28][c:29]([OH:32])[cH:30][cH:31]3)[O:33][CH2:34][c:35]3[cH:36][cH:37][cH:38][cH:39][cH:40]3)[CH2:18][CH2:19]2)[cH:8][cH:9][cH:10]1)=[O:41].[CH3:46][OH:47].[CH:42]([O-:43])=[O:44].[NH4+:45]>>[CH2:1]([CH3:2])[O:3][C:4]([c:5]1[cH:6][c:7]([NH:11][C:12](=[O:13])[N:14]2[CH2:15][CH2:16][CH:17]([CH2:20][NH:21][CH2:22][CH:23]([CH2:24][O:25][c:26]3[cH:27][cH:28][c:29]([OH:32])[cH:30][cH:31]3)[OH:33])[CH2:18][CH2:19]2)[cH:8][cH:9][cH:10]1)=[O:41]. The reactants are CCOC(=O)c1cccc(NC(=O)N2CCC(CNCC(COc3ccc(O)cc3)OCc3ccccc3)CC2)c1, CO, O=C[O-], [NH4+]. Reactants: ClC=1N=C(C2=C(N1)N(C=C2C2=CC=NC=C2)S(=O)(=O)C2=CC=C(C)C=C2)NC2CC2 (2-chloro-N-cyclopropyl-5-(pyridin-4-yl)-7-tosyl-7H-pyrrolo[2,3-d]pyrimidin-4-amine), NC1=CC=C2C=NNC2=C1 (6-aminoindazole), C[Si](C)(C)Cl (TMSCl). Run in C(CCC)O (nBuOH). Reaction conditions: temperature 116 celsius, time 18 hour. Product: C1(CC1)NC=1C2=C(N=C(N1)NC1=CC=C3C=NNC3=C1)NC=C2C2=CC=NC=C2 (N4-cyclopropyl-N2-(1H-indazol-6-yl)-5-(pyridin-4-yl)-7H-pyrrolo[2,3-d]pyrimidine-2,4-diamine). Isolated yield 26.1%. RXN SMILES: Cl[C:2]1[N:3]=[C:4]([NH:27][CH:28]2[CH2:30][CH2:29]2)[C:5]2[C:10]([C:11]3[CH:16]=[CH:15][N:14]=[CH:13][CH:12]=3)=[CH:9][N:8](S(C3C=CC(C)=CC=3)(=O)=O)[C:6]=2[N:7]=1.[NH2:31][C:32]1[CH:40]=[C:39]2[C:35]([CH:36]=[N:37][NH:38]2)=[CH:34][CH:33]=1.C[Si](Cl)(C)C>C(O)CCC>[CH:28]1([NH:27][C:4]2[C:5]3[C:10]([C:11]4[CH:12]=[CH:13][N:14]=[CH:15][CH:16]=4)=[CH:9][NH:8][C:6]=3[N:7]=[C:2]([NH:31][C:32]3[CH:40]=[C:39]4[C:35]([CH:36]=[N:37][NH:38]4)=[CH:34][CH:33]=3)[N:3]=2)[CH2:29][CH2:30]1. Reported procedure: A mixture of 2-chloro-N-cyclopropyl-5-(pyridin-4-yl)-7-tosyl-7H-pyrrolo[2,3-d]pyrimidin-4-amine (51 mg, 0.12 mmol), 6-aminoindazole (31 mg, 0.23 mmol) and TMSCl (0.040 mL, 0.32 mmol) in nBuOH (2 mL) was stirred at 116° C. for 18 h. It was then concentrated in vacuo. The residue was purified by HPLC to give the titled compound (12 mg). MS 383.2 (M+H); UV 204.9, 250.9, 307.9 nm. The reactants are NC(=O)N[C@@H](CC1=C(C=CC=C1[N+](=O)[O-])Cl)C(=O)O (N-(aminocarbonyl)-2-chloro-6-nitrophenylalanine), ClC1=C(CCl)C(=CC=C1)[N+](=O)[O-] (2-chloro-6-nitrobenzyl chloride), Cl (hydrochloric acid). Solvent: O (water). Conditions: time 45 minute. Product: ClC1=C(C(=CC=C1)[N+](=O)[O-])CC1C(NC(N1)=O)=O (5-[(2-chloro-6-nitrophenyl)methyl]-2,4imidazolidinedione). Yield: 86.5%. RXN SMILES: [NH2:1][C:2]([NH:4][C@H:5]([C:17]([OH:19])=O)[CH2:6][C:7]1[C:12]([N+:13]([O-:15])=[O:14])=[CH:11][CH:10]=[CH:9][C:8]=1[Cl:16])=[O:3].ClC1C=CC=C([N+]([O-])=O)C=1CCl.Cl>O>[Cl:16][C:8]1[CH:9]=[CH:10][CH:11]=[C:12]([N+:13]([O-:15])=[O:14])[C:7]=1[CH2:6][CH:5]1[NH:4][C:2](=[O:3])[NH:1][C:17]1=[O:19]. Reported procedure: A mixture of DL-N-(aminocarbonyl)-2-chloro-6-nitrophenylalanine (6.15 g, 21 mmol) prepared from 2-chloro-6-nitrobenzyl chloride according to steps 1, 2 and 3 above, concentrated hydrochloric acid (70 mL) and water (70 mL) was heated on a steam bath. After 45 minutes, the mixture was cooled, filtered and the solid washed with water and dried in air to give 5-[(2-chloro-6-nitrophenyl)methyl]-2,4imidazolidinedione (4.90 g, 85%), which was used without further purification. An analytical sample was ... The reactants are BrCCOC1=C(C=C(C=C1C)C1=NC2=CC=C(C=C2C(N1)=O)OC)C (2-[4-(2-bromo-ethoxy)-3,5-dimethyl-phenyl]-6-methoxy-3H-quinazolin-4-one), N1CCCC1 (pyrrolidine). Solvent: CN(C=O)C (N,N-dimethylformamide). Run at time 16 hour. Product: CC=1C=C(C=C(C1OCCN1CCCC1)C)C1=NC2=CC=C(C=C2C(N1)=O)OC (2-(3,5-Dimethyl-4-(2-(pyrrolidin-1-yl)ethoxy)phenyl)-6-methoxyquinazolin-4(3H)-one). Reaction SMILES: Br[CH2:2][CH2:3][O:4][C:5]1[C:10]([CH3:11])=[CH:9][C:8]([C:12]2[NH:21][C:20](=[O:22])[C:19]3[C:14](=[CH:15][CH:16]=[C:17]([O:23][CH3:24])[CH:18]=3)[N:13]=2)=[CH:7][C:6]=1[CH3:25].[NH:26]1[CH2:30][CH2:29][CH2:28][CH2:27]1>CN(C)C=O>[CH3:25][C:6]1[CH:7]=[C:8]([C:12]2[NH:21][C:20](=[O:22])[C:19]3[C:14](=[CH:15][CH:16]=[C:17]([O:23][CH3:24])[CH:18]=3)[N:13]=2)[CH:9]=[C:10]([CH3:11])[C:5]=1[O:4][CH2:3][CH2:2][N:26]1[CH2:30][CH2:29][CH2:28][CH2:27]1. Reported procedure: To a suspension of 2-[4-(2-bromo-ethoxy)-3,5-dimethyl-phenyl]-6-methoxy-3H-quinazolin-4-one (1.94 g, 4.80 mmol) in N,N-dimethylformamide (20 mL), pyrrolidine (4 mL) was added and the reaction mixture was stirred at room temperature for 16 hours. Solvent was evaporated in vacuo, water (50 mL) was added, and the separated solid was filtered. The solid was washed with ether to give the title compound as a light brown solid. Yield: 0.30 g (16%). MP 201.2-203.1° C. 1H NMR (400 MHz, CDCl3): δ 7.73 (m,... Reactants: O.NN (hydrazine hydrate), C(C)OC=C(C(=O)OCC)C(C(F)(F)F)=O (ethyl 3-ethoxy-2-(trifluoroacetyl)acrylate). Solvent: C(C)O (ethanol), C(C)O (ethanol). Conditions: time 24 hour. The product is FC(C1=NNC=C1C(=O)OCC)(F)F (ethyl 3-(trifluoromethyl)-1H-pyrazole-4-carboxylate). Yield: 78.7%. Reaction SMILES: O.[NH2:2][NH2:3].C(O[CH:7]=[C:8]([C:14](=O)[C:15]([F:18])([F:17])[F:16])[C:9]([O:11][CH2:12][CH3:13])=[O:10])C>C(O)C>[F:16][C:15]([F:18])([F:17])[C:14]1[C:8]([C:9]([O:11][CH2:12][CH3:13])=[O:10])=[CH:7][NH:3][N:2]=1 |f:0.1|. Reported procedure: A solution of hydrazine hydrate (459 mg, 9.16 mol) in ethanol (5 mL) was added to a solution of ethyl 3-ethoxy-2-(trifluoroacetyl)acrylate (2.00 g, 8.33 mmol) in ethanol (15 mL) at 0° C. The reaction was allowed to warm to RT and stirred for 24 hrs. The reaction was concentrated in vacuo, dissolved in ethyl acetate (30 mL), washed with 5% citric acid (25 mL), saturated sodium bicarbonate (25 mL) and brine (25 mL), dried (Na2SO4) and concentrated in vacuo to afford ethyl 3-(trifluoromethyl)-1H-py...